From a dataset of the Open Reaction Database (ORD), a public repository of structured organic reaction records. describe an organic reaction: reactants, conditions, products, and yield The reactants are COC(CC1=C(SC(=C1)C(=O)C1=CC=C2C=C(NC2=C1)C1=CC=CC=C1)Br)=O (methyl-(2-bromo-5-(2-phenyl-1H-indole-6-carbonyl)thiophene-3-yl)acetate), CsF-Celite, BrCCCCNC1C(C2=CC=CC=C2C1=O)=O (2-(4-bromobutylamino)-1H-indene-1,3(2H)-dione). The solvent is CC#N (CH3CN). Yields the product BrC=1SC(=CC1CC(=O)OC)C(=O)C1=CC=C2C=C(N(C2=C1)CCCCNC1C(C2=CC=CC=C2C1=O)=O)C1=CC=CC=C1 (Methyl 2-(2-bromo-5-(1-(4-(1,3-dioxo-2,3-dihydro-1H-inden-2-ylamino)butyl)-2-phenyl-1H-indole-6-carbonyl)thiophene-3-yl)acetate). Isolated yield 41.8%. As a reaction SMILES: [CH3:1][O:2][C:3](=[O:28])[CH2:4][C:5]1[CH:9]=[C:8]([C:10]([C:12]2[CH:20]=[C:19]3[C:15]([CH:16]=[C:17]([C:21]4[CH:26]=[CH:25][CH:24]=[CH:23][CH:22]=4)[NH:18]3)=[CH:14][CH:13]=2)=[O:11])[S:7][C:6]=1[Br:27].Br[CH2:30][CH2:31][CH2:32][CH2:33][NH:34][CH:35]1[C:43](=[O:44])[C:42]2[C:37](=[CH:38][CH:39]=[CH:40][CH:41]=2)[C:36]1=[O:45]>CC#N>[Br:27][C:6]1[S:7][C:8]([C:10]([C:12]2[CH:20]=[C:19]3[C:15]([CH:16]=[C:17]([C:21]4[CH:26]=[CH:25][CH:24]=[CH:23][CH:22]=4)[N:18]3[CH2:30][CH2:31][CH2:32][CH2:33][NH:34][CH:35]3[C:36](=[O:45])[C:37]4[C:42](=[CH:41][CH:40]=[CH:39][CH:38]=4)[C:43]3=[O:44])=[CH:14][CH:13]=2)=[O:11])=[CH:9][C:5]=1[CH2:4][C:3]([O:2][CH3:1])=[O:28]. Procedure: To a stirred solution of 453 mg (1 mmol) of methyl-(2-bromo-5-(2-phenyl-1H-indole-6-carbonyl)thiophene-3-yl)acetate in 10 mL of anhydrous CH3CN was added 1.25 g of CsF-Celite under N2, and then followed by 295 mg (1 mmol) 2-(4-bromobutylamino)-1H-indene-1,3(2H)-dione. The resulting mixture was refluxed for 5 h. The mixture was filtered and washed with CH3CN (5 mL×3), the filtrate was evaporated under reduced pressure, and the residue was purified by MPLC (EtOAc/Hex 1:4) to give 280 mg product as...